Dataset: the Open Reaction Database (ORD), a public repository of structured organic reaction records. Task: describe an organic reaction: reactants, conditions, products, and yield The reactants are ClC=1C=C(C=CC1)C1(CC1)C(=O)Cl (1-(3-chloro-phenyl)-cyclopropanecarbonyl chloride), diamine, acid chloride, NC1=C2C(=NCN1C1=CC=C(C=C1)N)SC=C2 (4-Amino-3-(4-aminophenyl)thieno[2,3-d]pyrimidine). Yields the product NC1=C2C(=NCN1C1=CC=C(C=C1)NC(=O)C1(CC1)C1=CC(=CC=C1)Cl)SC=C2 (4-Amino-3-(4-((1-(3-chlorophenyl)cyclopropanecarbonyl)-amino)phenyl)thieno[2,3-d]pyrimidine). As a reaction SMILES: [Cl:1][C:2]1[CH:3]=[C:4]([C:8]2([C:11](Cl)=[O:12])[CH2:10][CH2:9]2)[CH:5]=[CH:6][CH:7]=1.[NH2:14][C:15]1[N:20]([C:21]2[CH:26]=[CH:25][C:24]([NH2:27])=[CH:23][CH:22]=2)[CH2:19][N:18]=[C:17]2[S:28][CH:29]=[CH:30][C:16]=12>>[NH2:14][C:15]1[N:20]([C:21]2[CH:22]=[CH:23][C:24]([NH:27][C:11]([C:8]3([C:4]4[CH:5]=[CH:6][CH:7]=[C:2]([Cl:1])[CH:3]=4)[CH2:10][CH2:9]3)=[O:12])=[CH:25][CH:26]=2)[CH2:19][N:18]=[C:17]2[S:28][CH:29]=[CH:30][C:16]=12. Procedure: The compound was prepared following the procedure described in Example 469, using 1-(3-chloro-phenyl)-cyclopropanecarbonyl chloride as the acid chloride of choice, and 4-Amino-3-(4-aminophenyl)thieno[2,3-d]pyrimidine as the diamine of choice. MS(ES) m/e 421 [M+H]+. The reactants are O.O.O.C[C@@H]1[C@@H](C[C@@H](C(N1CC(F)(F)F)=O)NC(=O)C=1C=C2C(=NC1)C[C@@]1(C(NC3=NC=CC=C31)=O)C2)C2=CC=CC=C2 ((S)—N-((3S,5S,6R)-6-methyl-2-oxo-5-phenyl-1-(2,2,2-trifluoroethyl)piperidine-3-yl)-2′-oxo-1′,2′,5,7-tetrahydrospiro[cyclopenta[b]pyridine-6,3′-pyrrolo[2,3-b]pyridine]-3-carboxamide trihydrate), C(C)#N (acetonitrile), C(C)#N.O (acetonitrile water). The solvent is O (water), O (water), O (water). Conditions: temperature 30 celsius. Yields the product O.C(C)#N.C[C@@H]1[C@@H](C[C@@H](C(N1CC(F)(F)F)=O)NC(=O)C=1C=C2C(=NC1)C[C@@]1(C(NC3=NC=CC=C31)=O)C2)C2=CC=CC=C2 ((S)—N-((3S,5S,6R)-6-methyl-2-oxo-5-phenyl-1-(2,2,2-trifluoroethyl)piperidine-3-yl)-2′-oxo-1′,2′,5,7-tetrahydrospiro[cyclopenta[b]pyridine-6,3′-pyrrolo[2,3-b]pyridine]-3-carboxamide acetonitrile water). As a reaction SMILES: O.O.O.[CH3:4][C@H:5]1[N:10]([CH2:11][C:12]([F:15])([F:14])[F:13])[C:9](=[O:16])[C@@H:8]([NH:17][C:18]([C:20]2[CH:21]=[C:22]3[CH2:37][C@@:27]4([C:35]5[C:30](=[N:31][CH:32]=[CH:33][CH:34]=5)[NH:29][C:28]4=[O:36])[CH2:26][C:23]3=[N:24][CH:25]=2)=[O:19])[CH2:7][C@H:6]1[C:38]1[CH:43]=[CH:42][CH:41]=[CH:40][CH:39]=1.C(#N)C.C(#N)C.O>O>[OH2:16].[C:9](#[N:10])[CH3:8].[CH3:4][C@H:5]1[N:10]([CH2:11][C:12]([F:15])([F:13])[F:14])[C:9](=[O:16])[C@@H:8]([NH:17][C:18]([C:20]2[CH:21]=[C:22]3[CH2:37][C@@:27]4([C:35]5[C:30](=[N:31][CH:32]=[CH:33][CH:34]=5)[NH:29][C:28]4=[O:36])[CH2:26][C:23]3=[N:24][CH:25]=2)=[O:19])[CH2:7][C@H:6]1[C:38]1[CH:39]=[CH:40][CH:41]=[CH:42][CH:43]=1 |f:0.1.2.3,5.6,8.9.10|. Procedure: To a mixture of 598 g (0.99 mol) of (S)—N-((3S,5S,6R)-6-methyl-2-oxo-5-phenyl-1-(2,2,2-trifluoroethyl)piperidine-3-yl)-2′-oxo-1′,2′,5,7-tetrahydrospiro[cyclopenta[b]pyridine-6,3′-pyrrolo[2,3-b]pyridine]-3-carboxamide trihydrate and 3.2 L of acetonitrile was added 0.8 L of water. The mixture was heated to 30° C. to dissolve all solids. The solution was cooled to 20° C. and 6 g of acetonitrile/water solvate seeds was introduced. After the mixture was stirred at 20° C. 30 minutes, 4 L of water was ...